From a dataset of the Open Reaction Database (ORD), a public repository of structured organic reaction records. describe an organic reaction: reactants, conditions, products, and yield Reactants: BrB(Br)Br, COc1ccc(-c2ccc(C=O)c3occc23)cc1, ClCCl. Product: O=Cc1ccc(-c2ccc(O)cc2)c2ccoc12. RXN SMILES: [B:20]([Br:21])([Br:22])[Br:23].[CH3:1][O:2][c:3]1[cH:4][cH:5][c:6](-[c:9]2[cH:10][cH:11][c:12]([CH:18]=[O:19])[c:13]3[c:14]2[cH:15][cH:16][o:17]3)[cH:7][cH:8]1.[Cl:24][CH2:25][Cl:26]>>[OH:2][c:3]1[cH:4][cH:5][c:6](-[c:9]2[cH:10][cH:11][c:12]([CH:18]=[O:19])[c:13]3[c:14]2[cH:15][cH:16][o:17]3)[cH:7][cH:8]1. Reactants: ClC=1C=NC(=C(C(=O)O)C1)OC (5-chloro-2-methoxynicotinic acid), ClC=1C=NC(=C(C(=O)NCCC2=CC=C(C=C2)CC(=O)OCC)C1)OC (ethyl 4-[2-(5-chloro-2-methoxynicotinoylamino)-ethyl]-phenylacetate), ClC=1C=NC(=C(C(=O)NCCC2=CC=C(C=C2)CC(=O)O)C1)OC (4-[2-(5-chloro-2-methoxynicotinoylamino)-ethyl]-phenylacetic acid). Yields the product COC1=C(C(=O)NCCC2=CC=C(C=C2)CC(=O)O)C=CC=N1 (4-[2-(2-Methoxynicotinoylamino)-ethyl]-phenylacetic acid). RXN SMILES: ClC1C=NC(OC)=C(C=1)C(O)=O.Cl[C:14]1[CH:15]=[N:16][C:17]([O:37][CH3:38])=[C:18]([CH:36]=1)[C:19]([NH:21][CH2:22][CH2:23][C:24]1[CH:29]=[CH:28][C:27]([CH2:30][C:31]([O:33]CC)=[O:32])=[CH:26][CH:25]=1)=[O:20].ClC1C=NC(OC)=C(C=1)C(NCCC1C=CC(CC(O)=O)=CC=1)=O>>[CH3:38][O:37][C:17]1[N:16]=[CH:15][CH:14]=[CH:36][C:18]=1[C:19]([NH:21][CH2:22][CH2:23][C:24]1[CH:29]=[CH:28][C:27]([CH2:30][C:31]([OH:33])=[O:32])=[CH:26][CH:25]=1)=[O:20]. Procedure: with 5-chloro-2-methoxynicotinic acid, via ethyl 4-[2-(5-chloro-2-methoxynicotinoylamino)-ethyl]-phenylacetate (oil), 4-[2-(5-chloro-2-methoxynicotinoylamino)-ethyl]-phenylacetic acid; m.p. 157°-158° C., after recrystallization from ethanol. Reactants: NCC1=CC=C(C=C1)N1C(N(CC1)C1=CC=C(C=C1)CCC(=O)OC)=O (1-(4-aminomethyl-phenyl)-3-[4-(2-methoxycarbonyl-ethyl)-phenyl]-imidazolidin-2-one), CI (methyliodide). Run in CS(=O)C (dimethylsulphoxide). Product: COC(=O)CCC1=CC=C(C=C1)N1C(N(CC1)C1=CC=C(C=C1)CNC)=O (1-[4-(2-Methoxycarbonyl-ethyl)-phenyl]-3-[4-(methylamino-methyl)-phenyl]-imidazolidin-2-one). Reaction SMILES: [NH2:1][CH2:2][C:3]1[CH:8]=[CH:7][C:6]([N:9]2[CH2:13][CH2:12][N:11]([C:14]3[CH:19]=[CH:18][C:17]([CH2:20][CH2:21][C:22]([O:24][CH3:25])=[O:23])=[CH:16][CH:15]=3)[C:10]2=[O:26])=[CH:5][CH:4]=1.[CH3:27]I>CS(C)=O>[CH3:25][O:24][C:22]([CH2:21][CH2:20][C:17]1[CH:18]=[CH:19][C:14]([N:11]2[CH2:12][CH2:13][N:9]([C:6]3[CH:5]=[CH:4][C:3]([CH2:2][NH:1][CH3:27])=[CH:8][CH:7]=3)[C:10]2=[O:26])=[CH:15][CH:16]=1)=[O:23]. Procedure details: Prepared from 1-(4-aminomethyl-phenyl)-3-[4-(2-methoxycarbonyl-ethyl)-phenyl]-imidazolidin-2-one by alkylation with methyliodide in dimethylsulphoxide. Starting materials: CSC=1NC(C(=CN1)C(=O)OCC)=O (ethyl 1,6-dihydro-2-methylthio-6-oxo-5-pyrimidinecarboxylate), CC(COC1=C(N)C=CC=C1)C (2-(2-methylpropoxy)aniline). Run in C(C)O (ethanol). Reaction conditions: temperature 120 celsius, time 2 hour. The product is CC(COC1=C(NC=2NC(C(=CN2)C(=O)OCC)=O)C=CC=C1)C (ethyl 1,6-dihydro-2-[2-(2-methylpropoxy)anilino]-6-oxo-5-pyrimidinecarboxylate). The yield is 73.7%. Reaction SMILES: CS[C:3]1[NH:4][C:5](=[O:14])[C:6]([C:9]([O:11][CH2:12][CH3:13])=[O:10])=[CH:7][N:8]=1.[CH3:15][CH:16]([CH3:26])[CH2:17][O:18][C:19]1[CH:25]=[CH:24][CH:23]=[CH:22][C:20]=1[NH2:21]>C(O)C>[CH3:15][CH:16]([CH3:26])[CH2:17][O:18][C:19]1[CH:25]=[CH:24][CH:23]=[CH:22][C:20]=1[NH:21][C:3]1[NH:4][C:5](=[O:14])[C:6]([C:9]([O:11][CH2:12][CH3:13])=[O:10])=[CH:7][N:8]=1. Procedure details: A mixture of ethyl 1,6-dihydro-2-methylthio-6-oxo-5-pyrimidinecarboxylate (50 g) and 2-(2-methylpropoxy)aniline (45 g) is heated with stirring at 120° C. for 2 hours. After cooling, ethanol (300 ml) is added to the reaction mixture and the solid is pulverized, and then the product is collected by filtration and recrystallized from a mixture of DMF and water to give ethyl 1,6-dihydro-2-[2-(2-methylpropoxy)anilino]-6-oxo-5-pyrimidinecarboxylate (57 g). M.p. 188°-190° C. Reactants: ClCCl, O=C(O)C(F)(F)F, CC(NC(=O)c1cncc(N2CC3CN(C(=O)OC(C)(C)C)CC3C2)n1)c1ccccc1. Yields the product O=C(O)C(F)(F)F, CC(NC(=O)c1cncc(N2CC3CNCC3C2)n1)c1ccccc1. As a reaction SMILES: [Cl:40][CH2:41][Cl:42].[F:33][C:34]([C:35](=[O:36])[OH:37])([F:38])[F:39].[c:1]1([CH:7]([CH3:8])[NH:9][C:10](=[O:11])[c:12]2[cH:13][n:14][cH:15][c:16]([N:18]3[CH2:19][CH:20]4[CH:21]([CH2:22]3)[CH2:23][N:24]([C:26]([O:27][C:28]([CH3:29])([CH3:30])[CH3:31])=[O:32])[CH2:25]4)[n:17]2)[cH:2][cH:3][cH:4][cH:5][cH:6]1>>[F:33][C:34]([C:35](=[O:36])[OH:37])([F:38])[F:39].[c:1]1([CH:7]([CH3:8])[NH:9][C:10](=[O:11])[c:12]2[cH:13][n:14][cH:15][c:16]([N:18]3[CH2:19][CH:20]4[CH:21]([CH2:22]3)[CH2:23][NH:24][CH2:25]4)[n:17]2)[cH:2][cH:3][cH:4][cH:5][cH:6]1. Reactants: ClCC#N (chloroacetonitrile), FC1=CC=C2C(=NNC2=C1)C1CCNCC1 (4-(6-fluoro-1H-indazol-3-yl)piperidine), C(Cl)Cl.CCOC(=O)C (DCM EtOAc). Solvent: C(C)#N (acetonitrile). The product is FC1=CC=C2C(=NNC2=C1)C1CCN(CC1)CC#N ([4-(6-Fluoro-1H-indazol-3-yl)-1-piperidinyl]acetonitrile). Yield: 89.1%. RXN SMILES: [F:1][C:2]1[CH:10]=[C:9]2[C:5]([C:6]([CH:11]3[CH2:16][CH2:15][NH:14][CH2:13][CH2:12]3)=[N:7][NH:8]2)=[CH:4][CH:3]=1.Cl[CH2:18][C:19]#[N:20].C(Cl)Cl.CCOC(C)=O>C(#N)C>[F:1][C:2]1[CH:10]=[C:9]2[C:5]([C:6]([CH:11]3[CH2:16][CH2:15][N:14]([CH2:18][C:19]#[N:20])[CH2:13][CH2:12]3)=[N:7][NH:8]2)=[CH:4][CH:3]=1 |f:2.3|. Reported procedure: To a stirred suspension of 4-(6-fluoro-1H-indazol-3-yl)piperidine (4.95 g, 22.6 mmol) and NaHCOa (2.1 g, 24.9 mmol) in dry acetonitrile (110 ml) was added chloroacetonitrile (1.6 ml, 24.9 mmol) at room temperature, under nitrogen. The suspension was warmed to reflux for 22.5 hours, cooled to room temperature, and subsequently filtered. The remaining solids were washed with DCM and the combined filtrates were concentrated. The resulting brown oil was dissolved into EtOAc and washed with water. Th... Reactants: C1CCOC1, O=Cc1ccccc1, CCCCc1nc(Cl)c(CC(=O)OC)n1Cc1ccc(N)cc1. Yields the product CCCCc1nc(Cl)c(CC(=O)OC)n1Cc1ccc(NCc2ccccc2)cc1. Reaction SMILES: [CH2:32]1[O:33][CH2:34][CH2:35][CH2:36]1.[CH:24](=[O:25])[c:26]1[cH:27][cH:28][cH:29][cH:30][cH:31]1.[NH2:1][c:2]1[cH:3][cH:4][c:5]([CH2:6][n:7]2[c:8]([CH2:18][CH2:19][CH2:20][CH3:21])[n:9][c:10]([Cl:17])[c:11]2[CH2:12][C:13](=[O:14])[O:15][CH3:16])[cH:22][cH:23]1>>[NH:1]([c:2]1[cH:3][cH:4][c:5]([CH2:6][n:7]2[c:8]([CH2:18][CH2:19][CH2:20][CH3:21])[n:9][c:10]([Cl:17])[c:11]2[CH2:12][C:13](=[O:14])[O:15][CH3:16])[cH:22][cH:23]1)[CH2:24][c:26]1[cH:27][cH:28][cH:29][cH:30][cH:31]1.